Dataset: the Open Reaction Database (ORD), a public repository of structured organic reaction records. Task: describe an organic reaction: reactants, conditions, products, and yield Starting materials: C(CCCCCCCCCCCCCCC)SCCCCCCCCCCC(=O)O (11-(hexadecylthio)undecanoic acid), O.C1(=CC=C(C=C1)S(=O)(=O)O)C (p-toluenesulfonic acid monohydrate), O.NN (hydrazine monohydrate). The solvent is C(CC)O (n-propanol). Yields the product C(CCCCCCCCCCCCCCC)SCCCCCCCCCCC(=O)NN (11-(hexadecylthio)undecanohydrazide). As a reaction SMILES: [CH2:1]([S:17][CH2:18][CH2:19][CH2:20][CH2:21][CH2:22][CH2:23][CH2:24][CH2:25][CH2:26][CH2:27][C:28]([OH:30])=O)[CH2:2][CH2:3][CH2:4][CH2:5][CH2:6][CH2:7][CH2:8][CH2:9][CH2:10][CH2:11][CH2:12][CH2:13][CH2:14][CH2:15][CH3:16].O.C1(C)C=CC(S(O)(=O)=O)=CC=1.O.[NH2:44][NH2:45]>C(O)CC>[CH2:1]([S:17][CH2:18][CH2:19][CH2:20][CH2:21][CH2:22][CH2:23][CH2:24][CH2:25][CH2:26][CH2:27][C:28]([NH:44][NH2:45])=[O:30])[CH2:2][CH2:3][CH2:4][CH2:5][CH2:6][CH2:7][CH2:8][CH2:9][CH2:10][CH2:11][CH2:12][CH2:13][CH2:14][CH2:15][CH3:16] |f:1.2,3.4|. Procedure details: 22.1 Grams of 11-(hexadecylthio)undecanoic acid, 1.0 g of p-toluenesulfonic acid monohydrate and 200 ml of n-propanol were charged in a flask equipped with a stirrer, a condenser and a calcium chloride drying tube and refluxed with heating for 4 hours. Thereafter, to the solution was added 12.5 g of hydrazine monohydrate, followed by refluxing with heating for further 20 hours. The reaction mixture was cooled to room temperature and the precipitated crystal was filtered off under reduced pressur... Starting materials: Cc1ccccc1, Cn1ccccc1=S, Cc1ccc(C)c(CCl)c1. Yields the product Cc1ccc(C)c(CSc2cccc[n+]2C)c1, [Cl-]. As a reaction SMILES: [CH3:19][c:20]1[cH:21][cH:22][cH:23][cH:24][cH:25]1.[CH3:1][n:2]1[c:3](=[S:8])[cH:4][cH:5][cH:6][cH:7]1.[CH3:9][c:10]1[c:11]([CH2:12][Cl:13])[cH:14][c:15]([CH3:18])[cH:16][cH:17]1>>[CH3:1][n+:2]1[c:3]([S:8][CH2:12][c:11]2[c:10]([CH3:9])[cH:17][cH:16][c:15]([CH3:18])[cH:14]2)[cH:4][cH:5][cH:6][cH:7]1.[Cl-:13]. The reactants are BrCCC1=CC2=C(SC(=C2)S(N)(=O)=O)C=C1 (5-(2-bromoethyl)-2-sulfamoylbenzo[b]thiophene), C(C)(=O)[O-].[Na+] (sodium acetate), CN(C)C=O (DMF). The solvent is O (water). Yields the product C(=C)C1=CC2=C(SC(=C2)S(N)(=O)=O)C=C1 (5-ethenyl-2-sulfamoylbenzo[b]thiophene). The yield is 101.0%. RXN SMILES: Br[CH2:2][CH2:3][C:4]1[CH:16]=[CH:15][C:7]2[S:8][C:9]([S:11](=[O:14])(=[O:13])[NH2:12])=[CH:10][C:6]=2[CH:5]=1.C([O-])(=O)C.[Na+].CN(C=O)C>O>[CH:3]([C:4]1[CH:16]=[CH:15][C:7]2[S:8][C:9]([S:11](=[O:14])(=[O:13])[NH2:12])=[CH:10][C:6]=2[CH:5]=1)=[CH2:2] |f:1.2|. Procedure: A solution of 4.0 g (0.012 mol) of 5-(2-bromoethyl)-2-sulfamoylbenzo[b]thiophene, 2.0 g (0.024 mol) of sodium acetate and 40 ml of DMF was heated at 100° C. under nitrogen. After 15 hours the mixture was poured into water and the aqueous phase was extracted 3X with ethyl acetate. The extracts were dried, filtered and concentrated to dryness. The residue was chromatographed on silica gel by elution with 20% (V/V) ethyl acetate-hexane to yield 2.9 g (30%) of 5-ethenyl-2-sulfamoylbenzo[b]thiophene,... Starting materials: FC1=CC=C(CN[C@@H]2[C@@H](CCC2)C(=O)OC)C=C1 (methyl (1R,2S)-2-(4-fluoro-benzylamino)-cyclopentanecarboxylate), IC1=CC2=C(NC(=NS2(=O)=O)CC(=O)O)C=C1 ((7-iodo-1,1-dioxo-1,4-dihydro-1λ6-benzo[1,2,4]thiadiazin-3-yl)-acetic acid), CN1CCOCC1 (N-methylmorpholine), Cl.CN(CCCN=C=NCC)C (1-(3-dimethylaminopropyl)-3-ethylcarbodiimide hydrochloride). Run in C(C)(=O)OCC (ethyl acetate), CN(C=O)C (N,N-dimethylformamide). Reaction conditions: temperature 25 celsius, time 16 hour. Product: FC1=CC=C(CN2C(C(=C([C@@H]3CCC[C@H]23)O)C2=NS(C3=C(N2)C=CC(=C3)I)(=O)=O)=O)C=C1 ((4aR,7aS)-1-(4-Fluoro-benzyl)-4-hydroxy-3-(7-iodo-1,1-dioxo-1,4-dihydro-1λ6-benzo[1,2,4]thiadiazin-3-yl)-1,4a,5,6,7,7a-hexahydro-[1]pyrindin-2-one). As a reaction SMILES: [F:1][C:2]1[CH:18]=[CH:17][C:5]([CH2:6][NH:7][C@H:8]2[CH2:12][CH2:11][CH2:10][C@H:9]2[C:13]([O:15]C)=O)=[CH:4][CH:3]=1.[I:19][C:20]1[CH:35]=[CH:34][C:23]2[NH:24][C:25]([CH2:30][C:31](O)=[O:32])=[N:26][S:27](=[O:29])(=[O:28])[C:22]=2[CH:21]=1.CN1CCOCC1.Cl.CN(C)CCCN=C=NCC>CN(C)C=O.C(OCC)(=O)C>[F:1][C:2]1[CH:3]=[CH:4][C:5]([CH2:6][N:7]2[C@@H:8]3[C@@H:9]([CH2:10][CH2:11][CH2:12]3)[C:13]([OH:15])=[C:30]([C:25]3[NH:24][C:23]4[CH:34]=[CH:35][C:20]([I:19])=[CH:21][C:22]=4[S:27](=[O:28])(=[O:29])[N:26]=3)[C:31]2=[O:32])=[CH:17][CH:18]=1 |f:3.4|. Procedure: To a stirred solution of methyl (1R,2S)-2-(4-fluoro-benzylamino)-cyclopentanecarboxylate (2.50 g, 10 mmol) in anhydrous N,N-dimethylformamide (25 mL) under a nitrogen atmosphere, (7-iodo-1,1-dioxo-1,4-dihydro-1λ6-benzo[1,2,4]thiadiazin-3-yl)-acetic acid (prepared as described in Example 24b, 3.66 g, 10 mmol), N-methylmorpholine (2.20 mL, 20 mmol) and 1-(3-dimethylaminopropyl)-3-ethylcarbodiimide hydrochloride (1.92 g, 10 mmol) were added sequentially. After stirring at 25° C. for 16 h, the react... Starting materials: COC(=O)CCN1C(=C(C2=CC(=CC=C12)/C=C/C(=O)O)CC=1C=NC=CC1)C ((E)-3-[1-(2-methoxycarbonylethyl)-2-methyl-3-(3-pyridylmethyl)-1H-indol-5-yl]-2-propenoic acid), C(=O)[O-].[NH4+] (ammonium formate). Reagents/catalysts: [Pd] (palladium on carbon). Solvent: CO (methanol), O1CCCC1 (tetrahydrofuran). Run at temperature 60 celsius. Yields the product C(=O)(O)CCC=1C=C2C(=C(N(C2=CC1)CCC(=O)OC)C)CC=1C=NC=CC1 (Methyl 5-(2-carboxyethyl)-2-methyl-3-(3-pyridylmethyl)-1H-indole-1-propanoate). Isolated yield 88.1%. Reaction SMILES: [CH3:1][O:2][C:3]([CH2:5][CH2:6][N:7]1[C:15]2[C:10](=[CH:11][C:12](/[CH:16]=[CH:17]/[C:18]([OH:20])=[O:19])=[CH:13][CH:14]=2)[C:9]([CH2:21][C:22]2[CH:23]=[N:24][CH:25]=[CH:26][CH:27]=2)=[C:8]1[CH3:28])=[O:4].C([O-])=O.[NH4+]>[Pd].CO.O1CCCC1>[C:18]([CH2:17][CH2:16][C:12]1[CH:11]=[C:10]2[C:15](=[CH:14][CH:13]=1)[N:7]([CH2:6][CH2:5][C:3]([O:2][CH3:1])=[O:4])[C:8]([CH3:28])=[C:9]2[CH2:21][C:22]1[CH:23]=[N:24][CH:25]=[CH:26][CH:27]=1)([OH:20])=[O:19] |f:1.2|. Procedure details: A mixture of (E)-3-[1-(2-methoxycarbonylethyl)-2-methyl-3-(3-pyridylmethyl)-1H-indol-5-yl]-2-propenoic acid (2.02 g), 10% palladium on carbon (0.20 g) and ammonium formate (1.68 g) in methanol (20 ml) and tetrahydrofuran (20 ml) was heated at 60° C. for 4 hours and then cooled and filtered. The residue was washed with methanol, and the filtrate and washings were combined and evaporated. The residue was triturated with dilute acetic acid to give a gummy solid. The solid was filtered off and boile...